This data is from the Open Reaction Database (ORD), a public repository of structured organic reaction records. The task is: describe an organic reaction: reactants, conditions, products, and yield The reactants are C(C)(=O)O (acetic acid), C(CCCCCCCCC)C=1C=C2C=CC(=NC2=CC1)C1=CC=C(C=C1)OC (6-decyl-2-(4-methoxyphenyl)quinoline), Br (hydrobromic acid). The solvent is O (water). Run at temperature 100 celsius, time 12 hour. Product: C(CCCCCCCCC)C=1C=C2C=CC(=NC2=CC1)C1=CC=C(C=C1)O (6-decyl-2-(4-hydroxyphenyl)quinoline). Yield: 70.6%. As a reaction SMILES: C(O)(=O)C.[CH2:5]([C:15]1[CH:16]=[C:17]2[C:22](=[CH:23][CH:24]=1)[N:21]=[C:20]([C:25]1[CH:30]=[CH:29][C:28]([O:31]C)=[CH:27][CH:26]=1)[CH:19]=[CH:18]2)[CH2:6][CH2:7][CH2:8][CH2:9][CH2:10][CH2:11][CH2:12][CH2:13][CH3:14].Br>O>[CH2:5]([C:15]1[CH:16]=[C:17]2[C:22](=[CH:23][CH:24]=1)[N:21]=[C:20]([C:25]1[CH:30]=[CH:29][C:28]([OH:31])=[CH:27][CH:26]=1)[CH:19]=[CH:18]2)[CH2:6][CH2:7][CH2:8][CH2:9][CH2:10][CH2:11][CH2:12][CH2:13][CH3:14]. Procedure: To 35 ml of acetic acid, 2.5 g of 6-decyl-2-(4-methoxyphenyl)quinoline and 15 ml of 47%-hydrobromic acid were added, followed by stirring for 12 hours at 100° C. and further stirring overnight at room temperature. After the reaction, the reaction mixture was poured into water and subjected to extraction with chloroform. The organic layer was washed with water and dried with anhydrous sodium sulfate, followed by distilling-off of the solvent and purification by silica gel column chromatography to...